This data is from the Open Reaction Database (ORD), a public repository of structured organic reaction records. The task is: describe an organic reaction: reactants, conditions, products, and yield Run in O (water), CO (methanol), O (water). RXN SMILES: [CH:1]1([C:5]([NH:7][C:8]2[CH:13]=[CH:12][C:11]([CH:14]3[C:23]([CH3:25])([CH3:24])[CH2:22][C:21]4[C:16](=[CH:17][CH:18]=[C:19]([C:26]([O:28]C)=[O:27])[CH:20]=4)[NH:15]3)=[CH:10][CH:9]=2)=[O:6])[CH2:4][CH2:3][CH2:2]1.[OH-].[Na+]>CO.O>[CH:1]1([C:5]([NH:7][C:8]2[CH:13]=[CH:12][C:11]([CH:14]3[C:23]([CH3:25])([CH3:24])[CH2:22][C:21]4[C:16](=[CH:17][CH:18]=[C:19]([C:26]([OH:28])=[O:27])[CH:20]=4)[NH:15]3)=[CH:10][CH:9]=2)=[O:6])[CH2:4][CH2:3][CH2:2]1 |f:1.2|. Procedure details: To a mixture of methyl 2-(4-(cyclobutanecarboxamido)phenyl)-3,3-dimethyl-1,2,3,4-tetrahydroquinoline-6-carboxylate (42 mg, 0.21 mmol) in methanol (3 mL) and water (1.5 mL) was treated with a solution of sodium hydroxide (133 mg, 2.63 mmol) in water (1.5 mL). The resultant mixture was heated to reflux until the completion of the reaction (monitored by thin layer chromatography). The methanol was removed under vacuum. The residue was acidified with 2M hydrochloric acid to pH=1. The precipitates we... Starting materials: [OH-].[Na+] (sodium hydroxide), C1(CCC1)C(=O)NC1=CC=C(C=C1)C1NC2=CC=C(C=C2CC1(C)C)C(=O)OC (methyl 2-(4-(cyclobutanecarboxamido)phenyl)-3,3-dimethyl-1,2,3,4-tetrahydroquinoline-6-carboxylate), resultant mixture. Product: C1(CCC1)C(=O)NC1=CC=C(C=C1)C1NC2=CC=C(C=C2CC1(C)C)C(=O)O (2-(4-(cyclobutanecarboxamido)phenyl)-3,3-dimethyl-1,2,3,4-tetrahydroquinoline-6-carboxylic acid). The yield is 37.7%. Starting materials: SCCCS, CS(=O)(=O)O, CC(=O)O, Cl, O=C1CN2CCC1CC2. Product: C1COC2(CN3CCC2CC3)SC1. Reaction SMILES: [CH2:11]([CH2:12][CH2:13][SH:14])[SH:15].[CH3:16][S:17](=[O:18])(=[O:19])[OH:20].[CH3:21][C:22](=[O:23])[OH:24].[ClH:1].[N:2]12[CH2:3][C:4](=[O:10])[CH:5]([CH2:6][CH2:7]1)[CH2:8][CH2:9]2>>[N:2]12[CH2:3][C:4]3([CH:5]([CH2:6][CH2:7]1)[CH2:8][CH2:9]2)[O:10][CH2:11][CH2:12][CH2:13][S:14]3. Procedure details: 1-Chloro-4-methyl-2-nitrobenzene (0.771 mL, 5.83 mmol), 4,4,5,5-tetramethyl-2-(prop-1-en-2-yl)-1,3,2-dioxaborolane (1.32 mL, 6.99 mmol), bis(triphenyl phosphine)palladium(II) chloride (0.327 g, 0.466 mmol), sodium carbonate (0.741 g, 6.99 mmol) in water (2.9 mL) and dioxane (11.4 mL) was capped in two separate 10-20 mL vials and heated on a Biotage Initiator® microwave reactor for 30 minutes at 140° C., with external IR-sensor temperature monitoring from the side of the vessel. The contents of t... The solvent is O (water), O1CCOCC1 (dioxane). Yield: 95.4%. The reagents and catalysts are Cl[Pd]([P](C1=CC=CC=C1)(C2=CC=CC=C2)C3=CC=CC=C3)([P](C4=CC=CC=C4)(C5=CC=CC=C5)C6=CC=CC=C6)Cl (bis(triphenyl phosphine)palladium(II) chloride). Product: CC1=CC(=C(C=C1)C(=C)C)[N+](=O)[O-] (4-methyl-2-nitro-1-(prop-1-en-2-yl)benzene). Conditions: temperature 140 celsius. Reactants: ClC1=C(C=C(C=C1)C)[N+](=O)[O-] (1-Chloro-4-methyl-2-nitrobenzene), CC1(OB(OC1(C)C)C(=C)C)C (4,4,5,5-tetramethyl-2-(prop-1-en-2-yl)-1,3,2-dioxaborolane), C([O-])([O-])=O.[Na+].[Na+] (sodium carbonate). As a reaction SMILES: Cl[C:2]1[CH:7]=[CH:6][C:5]([CH3:8])=[CH:4][C:3]=1[N+:9]([O-:11])=[O:10].[CH3:12][C:13]1(C)[C:17](C)(C)OB(C(C)=C)O1.C(=O)([O-])[O-].[Na+].[Na+]>O.O1CCOCC1.Cl[Pd](Cl)([P](C1C=CC=CC=1)(C1C=CC=CC=1)C1C=CC=CC=1)[P](C1C=CC=CC=1)(C1C=CC=CC=1)C1C=CC=CC=1>[CH3:8][C:5]1[CH:6]=[CH:7][C:2]([C:13]([CH3:17])=[CH2:12])=[C:3]([N+:9]([O-:11])=[O:10])[CH:4]=1 |f:2.3.4,^1:39,58|. Reactants: ClC1=CC=C(C=C1)C(C1=C(C=CC(=C1)F)F)S(=O)(=O)C(C1=C(C=CC(=C1)F)F)C1=CC=C(C=C1)Cl (4-chlorophenyl-2,5-difluorobenzylsulfone), [Li]CCCC (nBuLi), C1CCOC1 (THF), C(Cl)C1CO1 (epichlorohydrin). Yields the product ClC1=CC=C(C=C1)S(=O)(=O)C(CC1OC1)C1=C(C=CC(=C1)F)F (2-[2-[(4-chlorophenyl)sulfonyl]-2-(2,5-difluorophenyl)ethyl]oxirane). RXN SMILES: ClC1[CH:7]=[CH:6][C:5]([CH:8]([S:17](C(C2C=CC(Cl)=CC=2)C2C=C(F)C=CC=2F)(=[O:19])=[O:18])[C:9]2[CH:14]=[C:13]([F:15])[CH:12]=[CH:11][C:10]=2[F:16])=CC=1.[Li][CH2:37][CH2:38][CH2:39]C.[CH2:41]([CH:43]1O[CH2:44]1)[Cl:42].C1C[O:49]CC1>>[Cl:42][C:41]1[CH:39]=[CH:38][C:37]([S:17]([CH:8]([C:9]2[CH:14]=[C:13]([F:15])[CH:12]=[CH:11][C:10]=2[F:16])[CH2:5][CH:6]2[CH2:7][O:49]2)(=[O:19])=[O:18])=[CH:44][CH:43]=1. Procedure details: 4-chlorophenyl-2,5-difluorobenzylsulfone (12 g, 39.6 mmol) in THF (99 ml) was treated with nBuLi (19 ml, 2.5 M in hexane, 47.6 mmol) at 0° C. for 10 min followed by addition of epichlorohydrin (3.73 ml, 47.6 mmol). The reaction was slowly warmed to room temperature for 14 h, quenched with water (100 ml) and diluted with EtOAc (300 ml). The organic phase was separated, dried (Na2SO4) and evaporated to dryness to give an oil. This material was chromatographed on silica, eluting with 10-45% ethyl a... The reactants are [Na+], O, CSc1ccc2c(c1)cc(C1(O)CCOCC1)n2S(=O)(=O)c1ccccc1, O=C([O-])O, Cc1ccc(S(=O)(=O)O)cc1, c1ccccc1. Yields the product CSc1ccc2c(c1)cc(C1=CCOCC1)n2S(=O)(=O)c1ccccc1. Reaction SMILES: [Na+:40].[OH2:28].[OH:1][C:2]1([c:8]2[n:9]([S:19](=[O:20])(=[O:21])[c:22]3[cH:23][cH:24][cH:25][cH:26][cH:27]3)[c:10]3[cH:11][cH:12][c:13]([S:17][CH3:18])[cH:14][c:15]3[cH:16]2)[CH2:3][CH2:4][O:5][CH2:6][CH2:7]1.[OH:41][C:42](=[O:43])[O-:44].[c:29]1([CH3:30])[cH:31][cH:32][c:33]([S:34]([OH:35])(=[O:36])=[O:37])[cH:38][cH:39]1.[cH:45]1[cH:46][cH:47][cH:48][cH:49][cH:50]1>>[C:2]1([c:8]2[n:9]([S:19](=[O:20])(=[O:21])[c:22]3[cH:23][cH:24][cH:25][cH:26][cH:27]3)[c:10]3[cH:11][cH:12][c:13]([S:17][CH3:18])[cH:14][c:15]3[cH:16]2)=[CH:3][CH2:4][O:5][CH2:6][CH2:7]1. Reactants: CCOC(=O)c1ccc(N2CCN(CC3=C(c4ccc(Cl)cc4)CCC(C)(C)C3)CC2)cc1, [Na+], [OH-]. Product: CC1(C)CCC(c2ccc(Cl)cc2)=C(CN2CCN(c3ccc(C(=O)O)cc3)CC2)C1. Reaction SMILES: [Cl:1][c:2]1[cH:3][cH:4][c:5]([C:8]2=[C:9]([CH2:16][N:17]3[CH2:18][CH2:19][N:20]([c:23]4[cH:24][cH:25][c:26]([C:27](=[O:28])[O:29][CH2:30][CH3:31])[cH:32][cH:33]4)[CH2:21][CH2:22]3)[CH2:10][C:11]([CH3:14])([CH3:15])[CH2:12][CH2:13]2)[cH:6][cH:7]1.[Na+:35].[OH-:34]>>[Cl:1][c:2]1[cH:3][cH:4][c:5]([C:8]2=[C:9]([CH2:16][N:17]3[CH2:18][CH2:19][N:20]([c:23]4[cH:24][cH:25][c:26]([C:27](=[O:28])[OH:29])[cH:32][cH:33]4)[CH2:21][CH2:22]3)[CH2:10][C:11]([CH3:14])([CH3:15])[CH2:12][CH2:13]2)[cH:6][cH:7]1. Starting materials: [N+](=O)([O-])C1=CC=CC=C1 (nitrobenzene), NC1=CC=CC=C1 (aniline), C1(CCCCC1)=NC1=CC=CC=C1 (cyclohexylideneaniline), C1(CCCCC1)O (cyclohexanol), C1(CCCCC1)=O (cyclohexanone), NC1=CC=CC=C1 (aniline). The reagents and catalysts are C(C)(=O)[O-].[Zn+2].C(C)(=O)[O-] (zinc acetate). The product is C1(CCCCC1)NC1=CC=CC=C1 (N-cyclohexylaniline). RXN SMILES: NC1C=CC=CC=1.C1(O)CCCCC1.C1(=O)CCCCC1.[C:22]1(=[N:28][C:29]2[CH:34]=[CH:33][CH:32]=[CH:31][CH:30]=2)[CH2:27][CH2:26][CH2:25][CH2:24][CH2:23]1.[N+](C1C=CC=CC=1)([O-])=O>C([O-])(=O)C.[Zn+2].C([O-])(=O)C>[CH:29]1([NH:28][C:22]2[CH:27]=[CH:26][CH:25]=[CH:24][CH:23]=2)[CH2:34][CH2:33][CH2:32][CH2:31][CH2:30]1 |f:5.6.7|. Reported procedure: The reaction was carried out using the same apparatus and the same procedure as in Example 1 except that zinc acetate was not employed. In this case, the distilled aniline layer contained as impurities of 200-400 ppm of cyclohexanol, 1300-2200 ppm of cyclohexanone, 80-150 ppm of cyclohexylideneaniline and 20 ppm of nitrobenzene, and the purity of the aniline was only 99.68-99.80%. Furthermore, in the liquid phase in the reactor, N-cyclohexylaniline was formed rapidly and its content reached abou... The reactants are O=C([O-])[O-], CC(C)I, [Cs+], [Cs+], Nc1ccc(I)cc1, CN(C)C=O, O. RXN SMILES: [C:9](=[O:10])([O-:11])[O-:12].[CH:15]([CH3:16])([CH3:17])[I:18].[Cs+:13].[Cs+:14].[I:1][c:2]1[cH:3][cH:4][c:5]([NH2:6])[cH:7][cH:8]1.[O:20]=[CH:21][N:22]([CH3:23])[CH3:24].[OH2:19]>>[I:1][c:2]1[cH:3][cH:4][c:5]([NH:6][CH:15]([CH3:16])[CH3:17])[cH:7][cH:8]1. Product: CC(C)Nc1ccc(I)cc1.